From a dataset of the Open Reaction Database (ORD), a public repository of structured organic reaction records. describe an organic reaction: reactants, conditions, products, and yield Starting materials: O (water), C(CCC)N (n-butylamine), N(=NC(C(=O)[O-])(C)C)C(C(=O)[O-])(C)C (2,2'-azobis (2-methyl propionate)), C[O-].[Na+] (sodium methoxide). The solvent is CO (methanol). Conditions: temperature 10 celsius, time 8 hour. Yields the product N(=NC(C(=O)NCCCC)(C)C)C(C(=O)NCCCC)(C)C (2,2'-azobis [N-butyl-2-methyl propionamide]). The yield is 85.5%. Reaction SMILES: [CH2:1]([NH2:5])[CH2:2][CH2:3][CH3:4].[N:6]([C:14]([CH3:19])([CH3:18])[C:15]([O-:17])=O)=[N:7][C:8]([CH3:13])([CH3:12])[C:9]([O-:11])=O.C[O-].[Na+].O>CO>[N:7]([C:8]([CH3:12])([CH3:13])[C:9]([NH:5][CH2:1][CH2:2][CH2:3][CH3:4])=[O:11])=[N:6][C:14]([CH3:19])([CH3:18])[C:15]([NH:5][CH2:1][CH2:2][CH2:3][CH3:4])=[O:17] |f:2.3|. Reported procedure: 34.9 Grams of n-butylamine is mixed with 50 g of 2,2'-azobis (2-methyl propionate), and 10 g of 28% sodium methoxide solution in methanol is dropwise added thereto with stirring, followed by conducting a reaction at room temperature with stirring for 6 hours and keeping standing overnight. 100 Milliliter of water is added to the reaction solution and cooled to 10° C. to precipitate crystals. The crystals are recovered by filtration and dried to give 58.0 g (yield 85.5%) of 2,2'-azobis [N-butyl-2... Starting materials: C(C)(=O)[O-].[NH4+] (ammonium acetate), C1(CC(CCC1)=O)=O (cyclohexane-1,3-dione), CC1=NNC2=CC=C(C=C12)\C=C(/C#N)\C(C)=O ((2E)-2-[(3-Methyl-1H-indazol-5-yl)methylidene]-3-oxobutanenitrile), C(C)(=O)[O-].[NH4+] (ammonium acetate). Run in C(C)(=O)O (acetic acid). The product is CC=1NC=2CCCC(C2C(C1C#N)C=1C=C2C(=NNC2=CC1)C)=O (2-Methyl-4-(3-methyl-1H-indazol-5-yl)-5-oxo-1,4,5,6,7,8-hexahydroquinoline-3-carbonitrile). Reaction SMILES: [C:1]1(=[O:8])[CH2:6][CH2:5][CH2:4][C:3](=O)[CH2:2]1.[CH3:9][C:10]1[C:18]2[C:13](=[CH:14][CH:15]=[C:16](/[CH:19]=[C:20](/[C:23](=O)[CH3:24])\[C:21]#[N:22])[CH:17]=2)[NH:12][N:11]=1.C([O-])(=O)C.[NH4+:30]>C(O)(=O)C>[CH3:24][C:23]1[NH:30][C:3]2[CH2:4][CH2:5][CH2:6][C:1](=[O:8])[C:2]=2[CH:19]([C:16]2[CH:17]=[C:18]3[C:13](=[CH:14][CH:15]=2)[NH:12][N:11]=[C:10]3[CH3:9])[C:20]=1[C:21]#[N:22] |f:2.3|. Procedure details: 273 mg (2.442 mmol) cyclohexane-1,3-dione, 500 mg (2.222 mmol) (2E)-2-[(3-methyl-1H-indazol-5-yl)methylidene]-3-oxobutanenitrile (Example 2A) and 205 mg (2.664 mmol) ammonium acetate in acetic acid (5 ml) were heated to 50° C. overnight. Then, additional ammonium acetate (102 mg, 1.332 mmol) was added, and the mixture was heated to reflux for 24 h. After cooling, the mixture was evaporated to dryness, and the residue was taken up in ethyl acetate and washed with water twice. The combined aqueous...